Dataset: the Open Reaction Database (ORD), a public repository of structured organic reaction records. Task: describe an organic reaction: reactants, conditions, products, and yield The reagents and catalysts are [Pd] (palladium on carbon). Reaction conditions: time 45 minute. The solvent is CO (methanol). Yields the product NC1CC(N(C1)C=1C=CC=2OCC(NC2N1)=O)=O (6-(4-Amino-2-oxopyrrolidin-1-yl)-2H-pyrido[3,2-b][1,4]oxazin-3(4H)-one). Procedure details: [5-oxo-1-(3-oxo-3,4-dihydro-2H-pyrido[3,2-b][1,4]oxazin-6-yl)pyrrolidin-3-yl]carbamic acid benzyl ester (66.8 mg, 0.175 mmol) was dissolved in methanol (4 ml), 10% palladium on carbon (50% wet, 50 mg) was added thereto and catalytic hydrogenation was carried out at room temperature for 1 hour and at 50° C. for 45 minutes. The catalyst was removed by filtration and washed with methanol, and the filtrate and washings were concentrated under reduced pressure to yield 40.1 mg (92%) of the title comp... Reaction SMILES: C(OC(=O)[NH:10][CH:11]1[CH2:15][C:14](=[O:16])[N:13]([C:17]2[CH:18]=[CH:19][C:20]3[O:21][CH2:22][C:23](=[O:27])[NH:24][C:25]=3[N:26]=2)[CH2:12]1)C1C=CC=CC=1>CO.[Pd]>[NH2:10][CH:11]1[CH2:12][N:13]([C:17]2[CH:18]=[CH:19][C:20]3[O:21][CH2:22][C:23](=[O:27])[NH:24][C:25]=3[N:26]=2)[C:14](=[O:16])[CH2:15]1. The reactants are C(C1=CC=CC=C1)OC(NC1CN(C(C1)=O)C=1C=CC=2OCC(NC2N1)=O)=O ([5-oxo-1-(3-oxo-3,4-dihydro-2H-pyrido[3,2-b][1,4]oxazin-6-yl)pyrrolidin-3-yl]carbamic acid benzyl ester). Yield: 92.3%. Starting materials: CCN, CCO, COc1ccnc(-c2ccc(F)c([N+](=O)[O-])c2)c1, O. Product: CCNc1ccc(-c2cc(OC)ccn2)cc1[N+](=O)[O-]. Reaction SMILES: [CH3:1][CH2:2][NH2:3].[CH3:23][CH2:24][OH:25].[F:4][c:5]1[c:6]([N+:19](=[O:20])[O-:21])[cH:7][c:8](-[c:11]2[n:12][cH:13][cH:14][c:15]([O:17][CH3:18])[cH:16]2)[cH:9][cH:10]1.[OH2:22]>>[CH3:1][CH2:2][NH:3][c:5]1[c:6]([N+:19](=[O:20])[O-:21])[cH:7][c:8](-[c:11]2[n:12][cH:13][cH:14][c:15]([O:17][CH3:18])[cH:16]2)[cH:9][cH:10]1. Reactants: ClC1=CC=C(C=C1)C1(CCNCC1)O (4-(4-chlorophenyl)piperidin-4-ol), C(=O)([O-])[O-].[K+].[K+] (K2CO3), ICCCN1C2=CC=CC=C2C=2C=CC=CC12 (3-Iodo-1-(9H-carbazol-9-yl)propane). The solvent is CN(C)C=O (DMF). Reaction conditions: temperature 55 celsius, time 48 hour. The product is Cl.C1=CC=CC=2C3=CC=CC=C3N(C12)CCCN1CCC(CC1)(O)C1=CC=C(C=C1)Cl (1-(3-(9H-Carbazol-9-yl)-1-propyl)-4-(4-chlorophenyl)piperidin-4-ol hydrochloride). The yield is 448.5%. As a reaction SMILES: I[CH2:2][CH2:3][CH2:4][N:5]1[C:17]2[CH:16]=[CH:15][CH:14]=[CH:13][C:12]=2[C:11]2[C:6]1=[CH:7][CH:8]=[CH:9][CH:10]=2.[Cl:18][C:19]1[CH:24]=[CH:23][C:22]([C:25]2([OH:31])[CH2:30][CH2:29][NH:28][CH2:27][CH2:26]2)=[CH:21][CH:20]=1.C([O-])([O-])=O.[K+].[K+]>CN(C=O)C>[ClH:18].[CH:16]1[C:17]2[N:5]([CH2:4][CH2:3][CH2:2][N:28]3[CH2:27][CH2:26][C:25]([C:22]4[CH:23]=[CH:24][C:19]([Cl:18])=[CH:20][CH:21]=4)([OH:31])[CH2:30][CH2:29]3)[C:6]3[C:11](=[CH:10][CH:9]=[CH:8][CH:7]=3)[C:12]=2[CH:13]=[CH:14][CH:15]=1 |f:2.3.4,6.7|. Procedure: Compound 3 (2.58 g, 0.0056 mol) was dissolved in dry DMF (80 mL), 4-(4-chlorophenyl)piperidin-4-ol (1.0 g, 0.0047 mol) and K2CO3 (0.57 g, 0.0056 mol) were added. The resulting mixture was stirred at 50-60° C for 12 h and at room temperature for 48 h. The reaction mixture was concentrated to dryness in vacuo and CH2Cl2 (100 mL) was added. The organic phase was washed with 5% NaHCO3 (aq) (100 mL), brine (50 mL), dried (MgSO4), filtered and the solvent evaporated in vacuo, to give 4.8 g of an oil. ... Starting materials: CC(C)(C)OC(=O)NCc1ccc(CNS(=O)(=O)c2cccc3cnccc23)cc1, CO, Cl. The product is NCc1ccc(CNS(=O)(=O)c2cccc3cnccc23)cc1. RXN SMILES: [C:1]([O:2][C:3](=[O:4])[NH:8][CH2:9][c:10]1[cH:11][cH:12][c:13]([CH2:16][NH:17][S:18](=[O:19])(=[O:20])[c:21]2[c:22]3[cH:23][cH:24][n:25][cH:26][c:27]3[cH:28][cH:29][cH:30]2)[cH:14][cH:15]1)([CH3:5])([CH3:6])[CH3:7].[CH3:32][OH:33].[ClH:31]>>[NH2:8][CH2:9][c:10]1[cH:11][cH:12][c:13]([CH2:16][NH:17][S:18](=[O:19])(=[O:20])[c:21]2[c:22]3[cH:23][cH:24][n:25][cH:26][c:27]3[cH:28][cH:29][cH:30]2)[cH:14][cH:15]1. The reactants are CCCCCCCCOCC1CO1, CCCCCCCCO, CS(=O)(=O)O. Yields the product CCCCCCCCOCC(O)COCCCCCCCC. RXN SMILES: [CH2:15]([CH:16]1[CH2:17][O:18]1)[O:19][CH2:20][CH2:21][CH2:22][CH2:23][CH2:24][CH2:25][CH2:26][CH3:27].[CH2:1]([CH2:2][CH2:3][CH2:4][CH2:5][CH2:6][CH2:7][CH3:8])[OH:9].[CH3:10][S:11](=[O:12])(=[O:13])[OH:14]>>[CH2:1]([CH2:2][CH2:3][CH2:4][CH2:5][CH2:6][CH2:7][CH3:8])[O:9][CH2:17][CH:16]([CH2:15][O:19][CH2:20][CH2:21][CH2:22][CH2:23][CH2:24][CH2:25][CH2:26][CH3:27])[OH:18]. Starting materials: O=C1c2ccccc2C(=O)N1CCCBr, O=C([O-])[O-], CCN1C(=O)C(C)(C)C(=O)N(C)c2cc(O)ccc21, CCOC(C)=O, [K+], [K+], CN(C)C=O, O. Product: CCN1C(=O)C(C)(C)C(=O)N(C)c2cc(OCCCN3C(=O)c4ccccc4C3=O)ccc21. Reaction SMILES: [Br:7][CH2:8][CH2:9][CH2:10][N:11]1[C:12](=[O:21])[c:13]2[c:14]([cH:17][cH:18][cH:19][cH:20]2)[C:15]1=[O:16].[C:1](=[O:2])([O-:3])[O-:4].[CH2:27]([CH3:28])[N:29]1[c:30]2[c:31]([cH:41][c:42]([OH:45])[cH:43][cH:44]2)[N:32]([CH3:40])[C:33](=[O:39])[C:34]([CH3:37])([CH3:38])[C:35]1=[O:36].[CH3:46][CH2:47][O:48][C:49](=[O:50])[CH3:51].[K+:5].[K+:6].[O:22]=[CH:23][N:24]([CH3:25])[CH3:26].[OH2:52]>>[CH2:8]([CH2:9][CH2:10][N:11]1[C:12](=[O:21])[c:13]2[c:14]([cH:17][cH:18][cH:19][cH:20]2)[C:15]1=[O:16])[O:45][c:42]1[cH:41][c:31]2[c:30]([cH:44][cH:43]1)[N:29]([CH2:27][CH3:28])[C:35](=[O:36])[C:34]([CH3:37])([CH3:38])[C:33](=[O:39])[N:32]2[CH3:40]. The reactants are CSC(C1CC2=CC=CC3=CC=CC1=C23)(SC)SC (1-Tris(methylthio)methyl acenaphthene), 12/1, CO.O (MeOH H2O). Reagents/catalysts: [Hg](Cl)Cl (Mercury (II) Chloride), [Hg]=O (Mercury (II) Oxide). The product is C1(CC2=CC=CC3=CC=CC1=C23)C(=O)OC (Methyl 1-acenaphthenecarboxylate). Reaction SMILES: CS[C:3](SC)(SC)[CH:4]1[C:14]2=[C:15]3[C:10](=[CH:11][CH:12]=[CH:13]2)[CH:9]=[CH:8][CH:7]=[C:6]3[CH2:5]1.[CH3:20][OH:21].[OH2:22]>[Hg](Cl)Cl.[Hg]=O>[CH:4]1([C:3]([O:21][CH3:20])=[O:22])[C:14]2=[C:15]3[C:10](=[CH:11][CH:12]=[CH:13]2)[CH:9]=[CH:8][CH:7]=[C:6]3[CH2:5]1 |f:1.2|. Procedure details: 1-Tris(methylthio)methyl acenaphthene (18.4 g), Mercury (II) Chloride (68 g) and Mercury (II) Oxide (22 g) were slurried in MeOH/H2O, 12/1 (1500 ml), stirred at room temperature for 18 hours, then refluxed for two hours, and then allowed to cool. Reactants: O1CCC(CC1)CCN1C(CNC=2C1=NC(=CN2)[Sn](C)(C)C)=O (1-(2-(Tetrahydro-2H-pyran-4-yl)ethyl)-7-(trimethylstannyl)-3,4-dihydropyrazino[2,3-b]pyrazin-2(1H)-one), BrC1=CN=C2C(=N1)N(C(CN2)=O)CCC2CCOCC2 (7-Bromo-1-(2-(tetrahydro-2H-pyran-4-yl)ethyl)-3,4-dihydropyrazino[2,3-b]pyrazin-2(1H)-one), C[Sn](C)C.C[Sn](C)C (hexamethylditin). The reagents and catalysts are C=1C=CC(=CC1)[P](C=2C=CC=CC2)(C=3C=CC=CC3)[Pd]([P](C=4C=CC=CC4)(C=5C=CC=CC5)C=6C=CC=CC6)([P](C=7C=CC=CC7)(C=8C=CC=CC8)C=9C=CC=CC9)[P](C=1C=CC=CC1)(C=1C=CC=CC1)C=1C=CC=CC1 (tetrakis(triphenylphosphine)palladium(0)). Solvent: O1CCOCC1 (1,4-dioxane). Conditions: temperature 110 celsius. The product is N1C=CC=2C1=NC=C(C2)C2=CN=C1C(=N2)N(C(CN1)=O)CCC1CCOCC1 (7-(1H-Pyrrolo[2,3-b]pyridin-5-yl)-1-(2-(tetrahydro-2h-pyran-4-yl)ethyl)-3,4-dihydropyrazino[2,3-b]pyrazin-2(1H)-one). Isolated yield 54.6%. RXN SMILES: [O:1]1[CH2:6][CH2:5][CH:4]([CH2:7][CH2:8][N:9]2[C:14]3=[N:15][C:16]([Sn](C)(C)C)=[CH:17][N:18]=[C:13]3[NH:12][CH2:11][C:10]2=[O:23])[CH2:3][CH2:2]1.Br[C:25]1[N:30]=[C:29]2[N:31]([CH2:36][CH2:37][CH:38]3[CH2:43][CH2:42]OCC3)C(=O)CNC2=NC=1.C[Sn](C)C.C[Sn](C)C>C1C=CC([P]([Pd]([P](C2C=CC=CC=2)(C2C=CC=CC=2)C2C=CC=CC=2)([P](C2C=CC=CC=2)(C2C=CC=CC=2)C2C=CC=CC=2)[P](C2C=CC=CC=2)(C2C=CC=CC=2)C2C=CC=CC=2)(C2C=CC=CC=2)C2C=CC=CC=2)=CC=1.O1CCOCC1>[NH:31]1[C:29]2=[N:30][CH:25]=[C:42]([C:16]3[N:15]=[C:14]4[N:9]([CH2:8][CH2:7][CH:4]5[CH2:5][CH2:6][O:1][CH2:2][CH2:3]5)[C:10](=[O:23])[CH2:11][NH:12][C:13]4=[N:18][CH:17]=3)[CH:43]=[C:38]2[CH:37]=[CH:36]1 |f:2.3,^1:44,48,55,57,76,95|. Reported procedure: 1-(2-(Tetrahydro-2H-pyran-4-yl)ethyl)-7-(trimethylstannyl)-3,4-dihydropyrazino[2,3-b]pyrazin-2(1H)-one. 7-Bromo-1-(2-(tetrahydro-2H-pyran-4-yl)ethyl)-3,4-dihydropyrazino[2,3-b]pyrazin-2(1H)-one (0.4 g, 1.29 mmol), hexamethylditin (0.57 g, 1.75 mmol) and tetrakis(triphenylphosphine)palladium(0) (0.2 g, 0.176 mmol) were placed in a sealed tube with 1,4-dioxane (5 mL). The flask was evacuated, flushed with nitrogen, sealed and heated at 110° C. for 1 h. The reaction mixture was cooled to room tempe...